This data is from the Open Reaction Database (ORD), a public repository of structured organic reaction records. The task is: describe an organic reaction: reactants, conditions, products, and yield The reactants are FC(C(=O)O)(F)F (trifluoroacetic acid), 2S,3R,4R,5S, C(C1=CC=CC=C1)OC(=O)NC(CC1=CC=CC=C1)C1C(C(CC2=CC=CC=C2)NC(=O)OCC2=CC=CC=C2)O1 (2,5-bis-(N-(((benzyl)oxy)carbonyl)amino)-3,4-epoxy-1,6-diphenylhexane), [BH4-].[Na+] (sodium borohydride). Isolated yield 58.0%. Product: C(C1=CC=CC=C1)OC(=O)N[C@@H](CC1=CC=CC=C1)[C@H](C[C@H](CC1=CC=CC=C1)NC(=O)OCC1=CC=CC=C1)O ((2S,3S,5S)-2.5-Bis-(N-(((benzyl)oxy)carbonyl)amino)-1,6-diphenyl-3-hydroxyhexane). Run in C1CCOC1 (THF). Reported procedure: A mixture of 39.2 g (71.2 mmol) of 2S,3R,4R,5S)-2,5-bis-(N-(((benzyl)oxy)carbonyl)amino)-3,4-epoxy-1,6-diphenylhexane in 600 ml of THF was treated under N2 atmosphere with 13 g (0.36 mol) of sodium borohydride. The resulting mixture was treated dropwise with 27.7 ml (0.36 mol) of trifluoroacetic acid. After being stirred for 3.5 h at ambient temperature, the resulting mixture was quenched with 1N aqueous HCl, diluted with water, and stirred for 16 h. The resulting mixture was filtered. washed wi... RXN SMILES: [CH2:1]([O:8][C:9]([NH:11][CH:12]([CH:20]1[O:41][CH:21]1[CH:22]([NH:30][C:31]([O:33][CH2:34][C:35]1[CH:40]=[CH:39][CH:38]=[CH:37][CH:36]=1)=[O:32])[CH2:23][C:24]1[CH:29]=[CH:28][CH:27]=[CH:26][CH:25]=1)[CH2:13][C:14]1[CH:19]=[CH:18][CH:17]=[CH:16][CH:15]=1)=[O:10])[C:2]1[CH:7]=[CH:6][CH:5]=[CH:4][CH:3]=1.[BH4-].[Na+].FC(F)(F)C(O)=O>C1COCC1>[CH2:1]([O:8][C:9]([NH:11][C@H:12]([C@@H:20]([OH:41])[CH2:21][C@@H:22]([NH:30][C:31]([O:33][CH2:34][C:35]1[CH:36]=[CH:37][CH:38]=[CH:39][CH:40]=1)=[O:32])[CH2:23][C:24]1[CH:25]=[CH:26][CH:27]=[CH:28][CH:29]=1)[CH2:13][C:14]1[CH:19]=[CH:18][CH:17]=[CH:16][CH:15]=1)=[O:10])[C:2]1[CH:3]=[CH:4][CH:5]=[CH:6][CH:7]=1 |f:1.2|. Run at time 3.5 hour. Starting materials: IC=1SC=CC1NC(CC1=CC=CC2=CC=CC=C12)=O (N-(2-iodothiophen-3-yl)-2-(naphthalen-1-yl)acetamide), CN1C(=NC=C1)[Sn](CCCC)(CCCC)CCCC (1-methyl-2-(tributylstannyl)-1H-imidazole). Yields the product CN1C(=NC=C1)C=1SC=CC1NC(CC1=CC=CC2=CC=CC=C12)=O (N-(2-(1-methyl-1H-imidazol-2-yl)thiophen-3-yl)-2-(naphthalen-1-yl)acetamide). Reaction SMILES: I[C:2]1[S:3][CH:4]=[CH:5][C:6]=1[NH:7][C:8](=[O:20])[CH2:9][C:10]1[C:19]2[C:14](=[CH:15][CH:16]=[CH:17][CH:18]=2)[CH:13]=[CH:12][CH:11]=1.[CH3:21][N:22]1[CH:26]=[CH:25][N:24]=[C:23]1[Sn](CCCC)(CCCC)CCCC>>[CH3:21][N:22]1[CH:26]=[CH:25][N:24]=[C:23]1[C:2]1[S:3][CH:4]=[CH:5][C:6]=1[NH:7][C:8](=[O:20])[CH2:9][C:10]1[C:19]2[C:14](=[CH:15][CH:16]=[CH:17][CH:18]=2)[CH:13]=[CH:12][CH:11]=1. Procedure details: This molecule was synthesized from N-(2-iodothiophen-3-yl)-2-(naphthalen-1-yl)acetamide and 1-methyl-2-(tributylstannyl)-1H-imidazole according to protocol E. The residue was directly purified by HPLC to yield N-(2-(1-methyl-1H-imidazol-2-yl)thiophen-3-yl)-2-(naphthalen-1-yl)acetamide. Method [7] Retention time 3.41 min by HPLC (MH+ 348). 1H NMR (300 MHz, CDCl3) δ 10.27 (s, 1H), 7.87 (m, 3H), 7.51 (m, 6H), 6.91 (d, J=1.5 hz, 1H), 6.82 (d, J=1.5 Hz, 1H), 4.15 (s, 3H), 3.68 (s, 2H). Reactants: C1(CC1)S(=O)(=O)C1=CC=C(C=C1)/C(/C(CCC(=O)C1=NC=C(C=C1)C(C(C)(C)O)O)=O)=C\C1CCOCC1 ((5E)-5-[4-(cyclopropylsulfonyl)phenyl]-1-[5-(1,2-dihydroxy-2-methylpropyl)pyridin-2-yl]-6-(tetrahydro-2H-pyran-4-yl)hex-5-ene-1,4-dione), C(C)(=O)[O-].[NH4+] (ammonium acetate), C(C)(=O)O (acetic acid), [OH-].[Na+] (sodium hydroxide). The solvent is O (Water). Run at temperature 90 celsius, time 2 hour. The product is C1(CC1)S(=O)(=O)C1=CC=C(C=C1)/C(=C\C1CCOCC1)/C1=CC=C(N1)C1=CC=C(C=N1)C(C(C)(O)C)O (1-(6-{5-[(E)-1-[4-(cyclopropylsulfonyl)phenyl]-2-(tetrahydro-2H-pyran-4-yl)ethenyl]-1H-pyrrol-2-yl}pyridin-3-yl)-2-methylpropane-1,2-diol). Yield: 73.1%. As a reaction SMILES: [CH:1]1([S:4]([C:7]2[CH:12]=[CH:11][C:10](/[C:13](=[CH:32]\[CH:33]3[CH2:38][CH2:37][O:36][CH2:35][CH2:34]3)/[C:14](=O)[CH2:15][CH2:16][C:17]([C:19]3[CH:24]=[CH:23][C:22]([CH:25]([OH:30])[C:26]([OH:29])([CH3:28])[CH3:27])=[CH:21][N:20]=3)=O)=[CH:9][CH:8]=2)(=[O:6])=[O:5])[CH2:3][CH2:2]1.C([O-])(=O)C.[NH4+:43].C(O)(=O)C.[OH-].[Na+]>O>[CH:1]1([S:4]([C:7]2[CH:12]=[CH:11][C:10](/[C:13](/[C:14]3[NH:43][C:17]([C:19]4[N:20]=[CH:21][C:22]([CH:25]([OH:30])[C:26]([CH3:27])([OH:29])[CH3:28])=[CH:23][CH:24]=4)=[CH:16][CH:15]=3)=[CH:32]\[CH:33]3[CH2:38][CH2:37][O:36][CH2:35][CH2:34]3)=[CH:9][CH:8]=2)(=[O:6])=[O:5])[CH2:2][CH2:3]1 |f:1.2,4.5|. Procedure details: A mixture of (5E)-5-[4-(cyclopropylsulfonyl)phenyl]-1-[5-(1,2-dihydroxy-2-methylpropyl)pyridin-2-yl]-6-(tetrahydro-2H-pyran-4-yl)hex-5-ene-1,4-dione (4.79 g), ammonium acetate (3.40 g) and acetic acid (15 mL) was stirred at 90° C. for 2 hr. Water was added to the reaction mixture, and the mixture was neutralized with 8N aqueous sodium hydroxide solution. The precipitated solid was collected by filtration, washed with water, and dried. The obtained solid was dissolved in tetrahydrofuran, and the ...